Dataset: the Open Reaction Database (ORD), a public repository of structured organic reaction records. Task: describe an organic reaction: reactants, conditions, products, and yield The reactants are CCCc1c(OCC(O)COc2ccc3c(=O)cc(C(=O)O)oc3c2CCC)ccc(C(C)=O)c1O, Cl, [I-], [I-], [I-], I, [K+], [K+], [K+], [NH4+], [Na+], [Na], [OH-], O=S([O-])O. Yields the product CCCc1c(O)c(C(C)=O)cc(I)c1OCC(O)COc1ccc2c(=O)cc(C(=O)O)oc2c1CCC. RXN SMILES: [C:2]([CH3:3])(=[O:4])[c:5]1[c:6]([OH:37])[c:7]([CH2:34][CH2:35][CH3:36])[c:8]([O:9][CH2:10][CH:11]([CH2:12][O:13][c:14]2[c:15]([CH2:28][CH2:29][CH3:30])[c:16]3[c:17]([c:18](=[O:25])[cH:19][c:20]([C:22](=[O:23])[OH:24])[o:21]3)[cH:26][cH:27]2)[OH:31])[cH:32][cH:33]1.[ClH:50].[I-:38].[I-:39].[I-:40].[I:49].[K+:41].[K+:42].[K+:43].[NH4+:51].[Na+:48].[Na:1].[OH-:52].[S:44](=[O:45])([OH:46])[O-:47]>>[C:2]([CH3:3])(=[O:4])[c:5]1[c:6]([OH:37])[c:7]([CH2:34][CH2:35][CH3:36])[c:8]([O:9][CH2:10][CH:11]([CH2:12][O:13][c:14]2[c:15]([CH2:28][CH2:29][CH3:30])[c:16]3[c:17]([c:18](=[O:25])[cH:19][c:20]([C:22](=[O:23])[OH:24])[o:21]3)[cH:26][cH:27]2)[OH:31])[c:32]([I:38])[cH:33]1. Starting materials: COC(C(CC1=CC=C(C=C1)C(O[SiH2]C(C)(C)C)(C)C)SCCC1=CC=C(C=C1)F)=O (3-[4-(tert-butyl-dimethyl-silanyloxy-methyl)-phenyl]-2-[2-(4-fluoro-phenyl)-ethylsulfanyl]-propionic acid methyl ester), ClC(COC(C(CC1=CC=C(C=C1)CCO)Cl)=O)(Cl)Cl (2-chloro-3-[4-(2-hydroxy-ethyl)-phenyl]-propionic acid 2,2,2-trichloro-ethyl ester), FC1=CC=C(C=C1)CCS (2-(4-fluoro-phenyl)-ethanethiol). Yields the product ClC(COC(C(CC1=CC=C(C=C1)CCO)SCCC1=CC=C(C=C1)F)=O)(Cl)Cl (2-[2-(4-Fluoro-phenyl)-ethylsulfanyl]-3-[4-(2-hydroxy-ethyl)-phenyl]-propionic acid 2,2,2-trichloro-ethyl ester), oil. Yield: 29.2%. RXN SMILES: [Cl:1][C:2]([Cl:20])([Cl:19])[CH2:3][O:4][C:5](=[O:18])[CH:6](Cl)[CH2:7][C:8]1[CH:13]=[CH:12][C:11]([CH2:14][CH2:15][OH:16])=[CH:10][CH:9]=1.[F:21][C:22]1[CH:27]=[CH:26][C:25]([CH2:28][CH2:29][SH:30])=[CH:24][CH:23]=1.COC(=O)C(SCCC1C=CC(F)=CC=1)CC1C=CC(C(C)(C)O[SiH2]C(C)(C)C)=CC=1>>[Cl:1][C:2]([Cl:20])([Cl:19])[CH2:3][O:4][C:5](=[O:18])[CH:6]([S:30][CH2:29][CH2:28][C:25]1[CH:26]=[CH:27][C:22]([F:21])=[CH:23][CH:24]=1)[CH2:7][C:8]1[CH:13]=[CH:12][C:11]([CH2:14][CH2:15][OH:16])=[CH:10][CH:9]=1. Procedure: The title compound was prepared from 2-chloro-3-[4-(2-hydroxy-ethyl)-phenyl]-propionic acid 2,2,2-trichloro-ethyl ester (2.57 g, 7.14 mmol) and 2-(4-fluoro-phenyl)-ethanethiol (1.23 g, 7.85 mmol) as described for 3-[4-(tert-butyl-dimethyl-silanyloxy-methyl)-phenyl]-2-[2-(4-fluoro-phenyl)-ethylsulfanyl]-propionic acid methyl ester. After purification by flash chromatography with n-heptane/EtOAc 5:1 as the eluent the product was obtained as an oil (1.0 g, 29.2%). 1H NMR (300 MHz, CDCl3): δ 7.10-7.... Starting materials: Compound 16a, [OH-].[Na+] (NaOH), C([O-])([O-])=O.[K+].[K+] (Potassium carbonate), [I-].[Na+] (sodium iodide), ClC=1C=C(C=CC1Cl)O (3,4-dichloro-phenol), 16a, C(C)OC(CCCBr)=O (4-bromo-butyric acid ethyl ester), 16b. Run in CCOC(=O)C (EtOAc), CCOC(=O)C (EtOAc), CCCCCC (hexane), CCCCCC (hexane), CC(=O)C (acetone). Conditions: time 8 hour. Product: C(C)OC(CCCOC1=CC(=C(C=C1)Cl)Cl)=O (4-(3,4-dichloro-phenoxy)-butyric acid ethyl ester), 16c. Isolated yield 90.7%. Reaction SMILES: C(=O)([O-])[O-].[K+].[K+].[I-].[Na+].[Cl:9][C:10]1[CH:11]=[C:12]([OH:17])[CH:13]=[CH:14][C:15]=1[Cl:16].[CH2:18]([O:20][C:21](=[O:26])[CH2:22][CH2:23][CH2:24]Br)[CH3:19].[OH-].[Na+]>CC(C)=O.CCOC(C)=O.CCCCCC>[CH2:18]([O:20][C:21](=[O:26])[CH2:22][CH2:23][CH2:24][O:17][C:12]1[CH:13]=[CH:14][C:15]([Cl:16])=[C:10]([Cl:9])[CH:11]=1)[CH3:19] |f:0.1.2,3.4,7.8|. Procedure details: Potassium carbonate (27.5 mmol, 3.75 g) and sodium iodide (0.3333 mmol, 0.0500 g) were added to a reaction mixture of 3,4-dichloro-phenol Compound 16a (30.25 mmol, 4.93 g) and 4-bromo-butyric acid ethyl ester Compound 16b (27.5 mmol, 5.36 g) in acetone (60 mL). The reaction mixture was stirred overnight at room temperature. TLC analysis (4:1 hexane:EtOAc) showed no formation of product. The reaction mixture was refluxed for 3 hrs and TLC analysis (4:1 hexane:EtOAc) showed trace of starting mater... Starting materials: CC(C)(CC=C)O[SiH2]OC(C)(CC=C)C (bis((2-methylpent-4-en-2-yl)oxy)silane), B(C1=C(F)C(F)=C(F)C(F)=C1F)(C1=C(F)C(F)=C(F)C(F)=C1F)C1=C(F)C(F)=C(F)C(F)=C1F (B(C6F5)3). Run in ClCCl (dichloromethane). The product is CC1(O[Si]2(CCC1)OC(CCC2)(C)C)C (2,2,8,8-tetramethyl-1,7-dioxa-6-silaspiro[5.5]undecane). As a reaction SMILES: [CH3:1][C:2]([O:7][SiH2:8][O:9][C:10]([CH3:15])([CH2:12][CH:13]=[CH2:14])[CH3:11])([CH2:4][CH:5]=[CH2:6])[CH3:3].B(C1C(F)=C(F)C(F)=C(F)C=1F)(C1C(F)=C(F)C(F)=C(F)C=1F)C1C(F)=C(F)C(F)=C(F)C=1F>ClCCl>[CH3:3][C:2]1([CH3:1])[CH2:4][CH2:5][CH2:6][Si:8]2([CH2:14][CH2:13][CH2:12][C:10]([CH3:15])([CH3:11])[O:9]2)[O:7]1. Procedure: A heat-dried Schlenk flask is charged with 23.8 g (104 mmol) of bis((2-methylpent-4-en-2-yl)oxy)silane (example 1) in 400 mL of dried dichloromethane, and 1.06 g (2.07 mmol, 2 mol %) of the catalyst B(C6F5)3 are added with stirring at room temperature. The reaction mixture is then stirred at room temperature for 16 hours and purified by fractional condensation. Starting materials: CCCN=C=O, ClCCl, c1cc(-c2noc(C3CCNCC3)n2)ccn1. Yields the product CCCNC(=O)N1CCC(c2nc(-c3ccncc3)no2)CC1. As a reaction SMILES: [CH2:1]([CH2:2][CH3:3])[N:4]=[C:5]=[O:6].[Cl:24][CH2:25][Cl:26].[NH:7]1[CH2:8][CH2:9][CH:10]([c:13]2[n:14][c:15](-[c:18]3[cH:19][cH:20][n:21][cH:22][cH:23]3)[n:16][o:17]2)[CH2:11][CH2:12]1>>[CH2:1]([CH2:2][CH3:3])[NH:4][C:5](=[O:6])[N:7]1[CH2:8][CH2:9][CH:10]([c:13]2[n:14][c:15](-[c:18]3[cH:19][cH:20][n:21][cH:22][cH:23]3)[n:16][o:17]2)[CH2:11][CH2:12]1. The solvent is C1CCOC1 (THF), C1CCOC1 (THF), CC(=O)C (acetone), C1CCOC1 (THF). Reaction conditions: temperature -78 celsius, time 2 hour. Reactants: C(CCC)[Li] (n-Butyllithium), CC=1N=CSC1 (4-methylthiazole), C1(OC(C2=CC=CC=C12)=O)=O (isobenzofuran-1,3-dione). Reported procedure: A dry 250 mL RBF under nitrogen was charged with THF (35.3 mL, 0.4 M), and cooled to −78° C., via dry ice bath in acetone. n-Butyllithium (6.3 mL, 15.8 mmol) was added via syringe. While keeping reaction mixture at −78° C., 4-methylthiazole (1.4 g, 15.1 mmol) in 40 mL of THF was added via addition funnel over 15 minutes. The reaction mixture was stirred at −78° C. for 2hrs, allowed to warm up to 0° C. over half an hour, then cooled back to −78° C. and isobenzofuran-1,3-dione (3.4 g, 22.7 mmol) i... Yields the product CC=1N=C(SC1)C(=O)C1=C(C(=O)O)C=CC=C1 (2-(4-methylthiazole-2-carbonyl)benzoic acid). As a reaction SMILES: C([Li])CCC.[CH3:6][C:7]1[N:8]=[CH:9][S:10][CH:11]=1.[C:12]1(=[O:22])[C:20]2[C:15](=[CH:16][CH:17]=[CH:18][CH:19]=2)[C:14](=[O:21])[O:13]1>CC(C)=O.C1COCC1>[CH3:6][C:7]1[N:8]=[C:9]([C:14]([C:15]2[CH:16]=[CH:17][CH:18]=[CH:19][C:20]=2[C:12]([OH:22])=[O:13])=[O:21])[S:10][CH:11]=1. The reactants are C(C)OC(=O)C=1C=NC=2CCCC(C2C1O)=NO (4-Hydroxy-5-hydroxyimino-5,6,7,8-tetrahydroquinoline-3-carboxylic acid ethyl ester), C([O-])([O-])=O.[K+].[K+] (potassium carbonate), C(C)I (ethyl iodide). Run in CN(C=O)C (dimethylformamide). Reaction conditions: temperature 95 celsius. The product is C(C)OC(=O)C=1C=NC=2CCCC(C2C1O)=NOCC (5-Ethoxyimino-4-hydroxy-5,6,7,8-tetrahydroquinoline-3-carboxylic Acid Ethyl Ester). The yield is 72.5%. Reaction SMILES: [CH2:1]([O:3][C:4]([C:6]1[CH:7]=[N:8][C:9]2[CH2:10][CH2:11][CH2:12][C:13](=[N:17][OH:18])[C:14]=2[C:15]=1[OH:16])=[O:5])[CH3:2].C(=O)([O-])[O-].[K+].[K+].[CH2:25](I)[CH3:26]>CN(C)C=O>[CH2:1]([O:3][C:4]([C:6]1[CH:7]=[N:8][C:9]2[CH2:10][CH2:11][CH2:12][C:13](=[N:17][O:18][CH2:25][CH3:26])[C:14]=2[C:15]=1[OH:16])=[O:5])[CH3:2] |f:1.2.3|. Procedure: 4-Hydroxy-5-hydroxyimino-5,6,7,8-tetrahydroquinoline-3-carboxylic acid ethyl ester (3.75 g) was suspended in 100 ml of dimethylformamide and then dissolved therein by stirring the suspension on an oil bath at 95° C. Thereafter, 1.04 g of potassium carbonate and then 2.32 g of ethyl iodide were added thereto. The resulting reaction mixture was stirred for 4 hours. After the dimethylformamide was distilled off under reduced pressure, water and ethyl acetate were added to the residue. The organic l... Starting materials: C(#N)[BH3-].[Na+] (Sodium cyanoborohydride), C(C)(=O)O (Acetic acid), N1CC(CCC1)NC(=O)C=1C=C2C=NNC2=CC1 (N-(3-piperidinyl)-1H-indazole-5-carboxamide), C=O (paraformaldehyde), [OH-].[Na+] (sodium hydroxide). Solvent: CO (methanol). Reaction conditions: time 15 minute. Yields the product CN1CC(CCC1)NC(=O)C=1C=C2C=NNC2=CC1 (N-(1-methylpiperidin-3-yl)-1H-indazole-5-carboxamide). Yield: 68.0%. Reaction SMILES: [C:1](O)(=O)C.[NH:5]1[CH2:10][CH2:9][CH2:8][CH:7]([NH:11][C:12]([C:14]2[CH:15]=[C:16]3[C:20](=[CH:21][CH:22]=2)[NH:19][N:18]=[CH:17]3)=[O:13])[CH2:6]1.C=O.C([BH3-])#N.[Na+].[OH-].[Na+]>CO>[CH3:1][N:5]1[CH2:10][CH2:9][CH2:8][CH:7]([NH:11][C:12]([C:14]2[CH:15]=[C:16]3[C:20](=[CH:21][CH:22]=2)[NH:19][N:18]=[CH:17]3)=[O:13])[CH2:6]1 |f:3.4,5.6|. Procedure: Acetic acid (0.12 ml, 2.1 mmol) was added to a suspension of the N-(3-piperidinyl)-1H-indazole-5-carboxamide (0.100 g, 0.409 mmol) obtained in Example 139 and paraformaldehyde (0.101 g, 3.34 mmol) in methanol (3 ml), and the resulting mixture was stirred for 15 minutes and then ice-cooled. Sodium cyanoborohydride (0.128 g, 2.04 mmol) was added thereto and the resulting mixture was slowly warmed up to room temperature and stirred overnight. After a 1N-aqueous sodium hydroxide solution was added t... Product: ClC1=C(C=C(C=C1)B(O)O)N(CC1=CC=CC=C1)CC1=CC=CC=C1 ([4-Chloro-3-(dibenzylamino)phenyl]boronic acid). Reported procedure: Under argon and at −78° C., 20.2 ml (50.42 mmol) of a 2.5 M solution of n-butyllithium in hexane were slowly added dropwise to a solution of 15 g (38.79 mmol) of N,N-dibenzyl-5-bromo-2-chloroaniline in 350 ml of THF/diethyl ether (1:1). The reaction solution was stirred at −78° C. for 60 min, and 14.3 ml (62.1 mmol) of triisopropyl borate were then added slowly. The reaction solution was subsequently stirred at −78° C. for another 15 min, then slowly warmed to room temperature, and stirring at t... Starting materials: solution, C(CCC)[Li] (n-butyllithium), C(C1=CC=CC=C1)N(C1=C(C=CC(=C1)Br)Cl)CC1=CC=CC=C1 (N,N-dibenzyl-5-bromo-2-chloroaniline), B(OC(C)C)(OC(C)C)OC(C)C (triisopropyl borate), ice water. Run in CCCCCC (hexane), C1CCOC1.C(C)OCC (THF diethyl ether). Reaction conditions: temperature -78 celsius, time 60 minute. RXN SMILES: C([Li])CCC.[CH2:6]([N:13]([CH2:22][C:23]1[CH:28]=[CH:27][CH:26]=[CH:25][CH:24]=1)[C:14]1[CH:19]=[C:18](Br)[CH:17]=[CH:16][C:15]=1[Cl:21])[C:7]1[CH:12]=[CH:11][CH:10]=[CH:9][CH:8]=1.[B:29](OC(C)C)([O:34]C(C)C)[O:30]C(C)C>CCCCCC.C1COCC1.C(OCC)C>[Cl:21][C:15]1[CH:16]=[CH:17][C:18]([B:29]([OH:34])[OH:30])=[CH:19][C:14]=1[N:13]([CH2:22][C:23]1[CH:28]=[CH:27][CH:26]=[CH:25][CH:24]=1)[CH2:6][C:7]1[CH:12]=[CH:11][CH:10]=[CH:9][CH:8]=1 |f:4.5|.